Dataset: the Open Reaction Database (ORD), a public repository of structured organic reaction records. Task: describe an organic reaction: reactants, conditions, products, and yield Starting materials: C1(=CCCCC1)C=1OC2=C(C(C1)=O)C=CC=C2CC(=O)O ([2-(1-Cyclohexenyl)-4-oxo-4H-[1]-benzopyran-8-yl]acetic acid), S(O)(O)(=O)=O (sulfuric acid), CO (methanol). The solvent is O (water). Product: C1(=CCCCC1)C=1OC2=C(C(C1)=O)C=CC=C2CC(=O)OC (Methyl [2-(1-cyclohexenyl)-4-oxo-4H-[1]-benzopyran-8-yl]acetate). Yield: 72.0%. As a reaction SMILES: [C:1]1([C:7]2[O:8][C:9]3[C:17]([CH2:18][C:19]([OH:21])=[O:20])=[CH:16][CH:15]=[CH:14][C:10]=3[C:11](=[O:13])[CH:12]=2)[CH2:6][CH2:5][CH2:4][CH2:3][CH:2]=1.S(=O)(=O)(O)O.[CH3:27]O>O>[C:1]1([C:7]2[O:8][C:9]3[C:17]([CH2:18][C:19]([O:21][CH3:27])=[O:20])=[CH:16][CH:15]=[CH:14][C:10]=3[C:11](=[O:13])[CH:12]=2)[CH2:6][CH2:5][CH2:4][CH2:3][CH:2]=1. Procedure details: [2-(1-Cyclohexenyl)-4-oxo-4H-[1]-benzopyran-8-yl]acetic acid (1.42 g) and conc. sulfuric acid (0.2 ml) were dded to methanol (30 ml) and the mixture was refluxed for 3 hours. Then, water was added. The mixture was extracted with ethyl acetate and the extracted layer was washed and dried. Ethyl acetate was distilled off under reduced pressure and the residue was recrystallized from hexane-ethyl acetate to obtain the title compound, m.p. 137°-138° C., yield 72%. Starting materials: C(C)(C)(C)C=1N=C(C2=C(N1)N(N=N2)CC)N2CC(CC2)(F)F (5-tert-Butyl-7-(3,3-difluoro-pyrrolidin-1-yl)-3-ethyl-3H-[1,2,3]triazolo[4,5-d]pyrimidine), C(C)(C)(C)C=1N=C(C2=C(N1)NN=N2)N2CC(CC2)(F)F (5-tert-butyl-7-(3,3-difluoropyrrolidin-1-yl)-3H-[1,2,3]triazolo[4,5-d]pyrimidine), BrCCOC (1-bromo-2-methoxyethane). Yields the product C(C)(C)(C)C=1N=C(C2=C(N1)N(N=N2)CCOC)N2CC(CC2)(F)F (5-tert-Butyl-7-(3,3-difluoro-pyrrolidin-1-yl)-3-(2-methoxy-ethyl)-3H-[1,2,3]triazolo[4,5-d]pyrimidine), gum. Isolated yield 18.0%. RXN SMILES: [C:1]([C:5]1[N:6]=[C:7]([N:16]2[CH2:20][CH2:19][C:18]([F:22])([F:21])[CH2:17]2)[C:8]2[N:13]=[N:12][N:11]([CH2:14][CH3:15])[C:9]=2[N:10]=1)([CH3:4])([CH3:3])[CH3:2].C(C1N=C(N2CCC(F)(F)C2)C2N=NNC=2N=1)(C)(C)C.BrC[CH2:45][O:46]C>>[C:1]([C:5]1[N:6]=[C:7]([N:16]2[CH2:20][CH2:19][C:18]([F:21])([F:22])[CH2:17]2)[C:8]2[N:13]=[N:12][N:11]([CH2:14][CH2:15][O:46][CH3:45])[C:9]=2[N:10]=1)([CH3:2])([CH3:3])[CH3:4]. Reported procedure: In analogy to the procedure described for the synthesis of 5-tert-butyl-7-(3,3-difluoro-pyrrolidin-1-yl)-3-ethyl-3H-[1,2,3]triazolo[4,5-d]pyrimidine (example 61), the title compound was prepared from 5-tert-butyl-7-(3,3-difluoropyrrolidin-1-yl)-3H-[1,2,3]triazolo[4,5-d]pyrimidine and 1-bromo-2-methoxyethane and isolated as light-yellow gum (2.5 mg, 18%). MS (m/e): 341.3 (MH+). Procedure: 25 mg of 2-hydroxypyridine (0.26 mmol) was added to a solution of 250 mg of {(S)-2-[2,2-dimethyl-4-(5-fluoro-2-methylphenyl)-5-oxopiperazin-1-yl]-1-[(2S,4R)-4-methyl-5-oxotetrahydrofuran-2-yl]ethyl}carbamic acid t-butyl ester obtained in Example (101b) (0.52 mmol) in 1.22 ml of (2,2-dimethylpropyl)amine (10.4 mmol), and the mixture was stirred at 80° C. for two hours. The reaction mixture was cooled and then water was added, followed by extraction with methylene chloride. Then, the organic layer... The solvent is O (water). The yield is 77.6%. The reactants are OC1=NC=CC=C1 (2-hydroxypyridine), C(C)(C)(C)OC(N[C@@H](CN1C(CN(C(C1)=O)C1=C(C=CC(=C1)F)C)(C)C)[C@H]1OC([C@@H](C1)C)=O)=O ({(S)-2-[2,2-Dimethyl-4-(5-fluoro-2-methylphenyl)-5-oxopiperazin-1-yl]-1-[(2S,4R)-4-methyl-5-oxotetrahydrofuran-2-yl]ethyl}carbamic acid t-butyl ester), CC(CN)(C)C ((2,2-dimethylpropyl)amine). Product: C(C)(C)(C)OC(N[C@H]([C@H](C[C@@H](C)C(NCC(C)(C)C)=O)O)CN1C(CN(C(C1)=O)C1=C(C=CC(=C1)F)C)(C)C)=O ({(1S,2S,4R)-4-(2,2-Dimethylpropylcarbamoyl)-1-[2,2-dimethyl-4-(5-fluoro-2-methylphenyl)-5-oxopiperazin-1-ylmethyl]-2-hydroxypentyl}carbamic acid t-butyl ester). Reaction SMILES: OC1C=CC=CN=1.[C:8]([O:12][C:13](=[O:41])[NH:14][C@H:15]([C@@H:34]1[CH2:38][C@@H:37]([CH3:39])[C:36](=[O:40])[O:35]1)[CH2:16][N:17]1[CH2:22][C:21](=[O:23])[N:20]([C:24]2[CH:29]=[C:28]([F:30])[CH:27]=[CH:26][C:25]=2[CH3:31])[CH2:19][C:18]1([CH3:33])[CH3:32])([CH3:11])([CH3:10])[CH3:9].[CH3:42][C:43]([CH3:47])([CH3:46])[CH2:44][NH2:45]>O>[C:8]([O:12][C:13](=[O:41])[NH:14][C@@H:15]([CH2:16][N:17]1[CH2:22][C:21](=[O:23])[N:20]([C:24]2[CH:29]=[C:28]([F:30])[CH:27]=[CH:26][C:25]=2[CH3:31])[CH2:19][C:18]1([CH3:33])[CH3:32])[C@@H:34]([OH:35])[CH2:38][C@H:37]([C:36](=[O:40])[NH:45][CH2:44][C:43]([CH3:47])([CH3:46])[CH3:42])[CH3:39])([CH3:10])([CH3:11])[CH3:9]. Conditions: temperature 80 celsius, time 2 hour. Reactants: CC1=CC=C(C=C1)C1=NC=CC2=C(C=CC=C12)Cl (1-(4-methylphenyl)-5-chloroisoquinoline), [Cu](C#N)C#N (copper cyanide), CN(C)P(=O)(N(C)C)N(C)C (hexamethylphosphotriamide), C(CN)N (ethylenediamine). The solvent is C1=CC=CC=C1 (benzene), O (water). Run at time 30 minute. The product is CC1=CC=C(C=C1)C1=NC=CC2=C(C=CC=C12)C#N (1-(4-methylphenyl)-5-cyanoisoquinoline). The yield is 77.4%. Reaction SMILES: [CH3:1][C:2]1[CH:7]=[CH:6][C:5]([C:8]2[C:17]3[C:12](=[C:13](Cl)[CH:14]=[CH:15][CH:16]=3)[CH:11]=[CH:10][N:9]=2)=[CH:4][CH:3]=1.[Cu](C#N)[C:20]#[N:21].CN(P(N(C)C)(N(C)C)=O)C.C(N)CN>C1C=CC=CC=1.O>[CH3:1][C:2]1[CH:7]=[CH:6][C:5]([C:8]2[C:17]3[C:12](=[C:13]([C:20]#[N:21])[CH:14]=[CH:15][CH:16]=3)[CH:11]=[CH:10][N:9]=2)=[CH:4][CH:3]=1. Reported procedure: A mixture of 22 g of 1-(4-methylphenyl)-5-chloroisoquinoline, 74.4 g of copper cyanide and 420 ml of hexamethylphosphotriamide was heated overnight under reflux. After the reaction, the reaction mixture was poured into a mixture of ethylenediamine, water and benzene, and stirred for 30 minutes. The mixture was then filtered through Celite. The benzene layer as filtrate was washed in water, and dried, followed by distilling off the solvent. The residue was recrystallized from ether to afford 16.4... The reactants are [6-3H]galactose, Sephadex, p-nitrophenyl-glycoside, C=CC(=O)N (Bio-Gel P-2), A-Sepharose, C([C@@H]1[C@H]([C@@H]([C@H]([C@H](O1)O[C@H]([C@@H](CO)O)[C@@H]([C@H](CO)O)O)O)O)O)O (maltitol), C1CN2C[C@@H]([C@H]([C@@H]([C@H]2[C@H]1O)O)O)O (castanospermine). The product is C1CN2[C@@H]([C@H]([C@@H]([C@H]2[C@H]1O)O)O)CO (Australine), ( 53 ). Reaction SMILES: C(O)[C@H]1O[C@H](O[C@@H]([C@H](O)[C@@H](O)CO)[C@H](O)CO)[C@H](O)[C@@H](O)[C@@H]1O.[CH2:24]1[C@H:32]([OH:33])[C@H:31]2[N:26]([CH2:27][C@H:28]([OH:36])[C@@H:29]([OH:35])[C@@H:30]2[OH:34])[CH2:25]1.C=CC(N)=O>>[CH2:24]1[C@H:32]([OH:33])[C@H:31]2[N:26]([C@H:27]([CH2:28][OH:36])[C@@H:29]([OH:35])[C@@H:30]2[OH:34])[CH2:25]1. Procedure: Materials. [2-3H] Mannose (15 Ci/mmole) and [6- 3H]galactose (15 Ci/mmole) were purchased from American Radiolabeled Chemicals, Inc. [4,5-3H]Leucine (50 Ci/mmole) was obtained from ICN, pronase was from Calbiochem, and endo-beta-N-acetylglucosaminidase H (Endo H1) was from Miles Scientific. Concanavalin A-Sepharose 4B, maltitol, amyloglucosidase (from Aspergillus niger), beta-glucosidase (from almonds), alpha-galactosidase (from Aspergillus niger), beta-galactosidase (from bovine liver), alpha-m...